The task is: describe an organic reaction: reactants, conditions, products, and yield. This data is from the Open Reaction Database (ORD), a public repository of structured organic reaction records. The reactants are BrCC1(S[C@H]2N(C1C(=O)OC)C(C2NC(COC2=CC=CC=C2)=O)=O)C (Methyl 2-bromomethyl-2-methyl-6-(2-phenoxyacetamido)penam- 3-carboxylate), CO (methanol). The reagents and catalysts are F[B-](F)(F)F.[Ag+] (silver fluoroborate). Solvent: C(Cl)Cl (methylene chloride). Run at time 2 hour. The product is COC1(CS[C@H]2N(C1C(=O)OC)C(C2NC(COC2=CC=CC=C2)=O)=O)C (Methyl 3-methoxy-3-methyl-7-(2-phenoxyacetamido)cepham- 4-carboxylate). RXN SMILES: Br[CH2:2][C:3]1([CH3:26])[CH:7]([C:8]([O:10][CH3:11])=[O:9])[N:6]2[C:12](=[O:25])[CH:13]([NH:14][C:15](=[O:24])[CH2:16][O:17][C:18]3[CH:23]=[CH:22][CH:21]=[CH:20][CH:19]=3)[C@H:5]2[S:4]1.[CH3:27][OH:28]>C(Cl)Cl.F[B-](F)(F)F.[Ag+]>[CH3:27][O:28][C:3]1([CH3:26])[CH:7]([C:8]([O:10][CH3:11])=[O:9])[N:6]2[C:12](=[O:25])[CH:13]([NH:14][C:15](=[O:24])[CH2:16][O:17][C:18]3[CH:23]=[CH:22][CH:21]=[CH:20][CH:19]=3)[C@H:5]2[S:4][CH2:2]1 |f:3.4|. Reported procedure: Methyl 2-bromomethyl-2-methyl-6-(2-phenoxyacetamido)penam- 3-carboxylate (0.88 g) was dissolved in methylene chloride (13 ml) containing methanol. To the solution was added silver fluoroborate (0.45 g), and the mixture was stirred for 2 hours. After the reaction, the reaction mixture was filtered and the filtrate was washed with a dilute sodium bicarbonate aqueous solution and then with water. The solution was dried over magnesium sulfate and concentrated. The residue was subjected to column chr... Reactants: [Br-].C1(=CC=CC=C1)[P+](CC=1C=CC(C2=C3C(=NC21)CCCC3)CCCCCCCC)(C3=CC=CC=C3)C3=CC=CC=C3 (triphenyl-[(1,2,3,4-tetrahydro-9-octyl-9H-dibenzo[b,d]pyrrol-6-yl)methyl]phosphonium bromide), COC(=O)C=1OC(=CC1)C(C)=O (5-acetyl-2-furancarboxylic acid methyl ester). The product is COC(=O)C=1OC(=CC1)\C(=C\C=1C=CC(C2=C3C(=NC21)CCCC3)CCCCCCCC)\C ((E)-5-[1-methyl-2-(1,2,3,4- tetrahydro-9-octyl-9H-dibenzo[b,d]pyrrol-6-yl)ethenyl]-2-furan carboxylic acid methyl ester). Isolated yield 51.0%. RXN SMILES: [Br-].C1([P+](C2C=CC=CC=2)(C2C=CC=CC=2)[CH2:9][C:10]2[CH:11]=[CH:12][CH:13]([CH2:23][CH2:24][CH2:25][CH2:26][CH2:27][CH2:28][CH2:29][CH3:30])[C:14]3[C:18]=2[N:17]=[C:16]2[CH2:19][CH2:20][CH2:21][CH2:22][C:15]=32)C=CC=CC=1.[CH3:43][O:44][C:45]([C:47]1[O:48][C:49]([C:52](=O)[CH3:53])=[CH:50][CH:51]=1)=[O:46]>>[CH3:43][O:44][C:45]([C:47]1[O:48][C:49](/[C:52](/[CH3:53])=[CH:9]/[C:10]2[CH:11]=[CH:12][CH:13]([CH2:23][CH2:24][CH2:25][CH2:26][CH2:27][CH2:28][CH2:29][CH3:30])[C:14]3[C:18]=2[N:17]=[C:16]2[CH2:19][CH2:20][CH2:21][CH2:22][C:15]=32)=[CH:50][CH:51]=1)=[O:46] |f:0.1|. Reported procedure: Using the conditions described in Example 37, the Wittig condensation reaction of 2.8 g of the phosphonium salt from Example 26 with 0.76 g of 5-acetyl-2-furancarboxylic acid methyl ester from Example 45 produced 1.0 g (52.5%) of (E)-5-[1-methyl-2-(1,2,3,4- tetrahydro-9-octyl-9H-dibenzo[b,d]pyrrol-6-yl)ethenyl]-2-furan carboxylic acid methyl ester as a yellow oil after chromatographic purification. The reactants are FC1=CC=C(C=C1)C=1N(C(N(C1)C)=O)C1=CC=CC=C1 (4-(4-Fluorophenyl)-1-methyl-3-phenyl-4-imidazolin-2-one), CN(C)C(=O)C=C (N,N-dimethylaminoacrolein), P(=O)(Cl)(Cl)Cl (phosphorus oxychloride), [OH-].[Na+] (sodium hydroxide). Run in C(C)#N (acetonitrile), C(C)#N (acetonitrile), C(C)#N (acetonitrile), O (water), C1(=CC=CC=C1)C (toluene). Reaction conditions: time 10 minute. Product: FC1=CC=C(C=C1)C=1N(C(N(C1/C=C/C=O)C)=O)C1=CC=CC=C1 ((E)-3-[4-(4-Fluorophenyl)-1-methyl-3-phenyl-4-imidazolin-2-on-5-yl]-prop-2-enal). RXN SMILES: CN([C:4]([CH:6]=[CH2:7])=[O:5])C.P(Cl)(Cl)(Cl)=O.[F:13][C:14]1[CH:19]=[CH:18][C:17]([C:20]2[N:21]([C:27]3[CH:32]=[CH:31][CH:30]=[CH:29][CH:28]=3)[C:22](=[O:26])[N:23]([CH3:25])[CH:24]=2)=[CH:16][CH:15]=1.[OH-].[Na+]>C(#N)C.O.C1(C)C=CC=CC=1>[F:13][C:14]1[CH:15]=[CH:16][C:17]([C:20]2[N:21]([C:27]3[CH:28]=[CH:29][CH:30]=[CH:31][CH:32]=3)[C:22](=[O:26])[N:23]([CH3:25])[C:24]=2/[CH:7]=[CH:6]/[CH:4]=[O:5])=[CH:18][CH:19]=1 |f:3.4|. Procedure: 1.54 ml (14 mmol) of N,N-dimethylaminoacrolein in 5.3 ml of acetonitrile are added dropwise at 0°-5° C. in the course of 10 minutes under a nitrogen atmosphere to 1.37 ml (15 mmol) of phosphorus oxychloride in 8.5 ml of acetonitrile. After 10 minutes, a solution of 1.3 g (5 mmol) of the compound from Example 4 in 10 ml of acetonitrile is added and the mixture is heated overnight to boiling. 3.7 g of sodium hydroxide in 50 ml of water/50 ml of toluene are added at 10° C., the aqueous phase is was... Starting materials: CC1(N=C(OC1)C=1C=CC(=NC1)N1CCN(CC1)C)C (1-[5-(4,4-dimethyl-4,5-dihydro-oxazol-2-yl)-pyridin-2-yl]-4-methyl-piperazine), CC1(NC(CCC1)(C)C)C (2,2,6,6-Tetramethylpiperidine), CON(C(C1=CC=CC=C1)=O)C (N-methoxy-N-methyl benzamide), C(CCC)[Li] (n-butyl lithium), CN(CCN(C)C)C (N,N,N′,N′-tetramethylethylenediamine). Solvent: CCCCCC (hexane), CCCCCC (hexane), CCCCCC (hexane). Conditions: temperature 0 celsius, time 10 minute. Yields the product CC1(N=C(OC1)C=1C(=CC(=NC1)N1CCN(CC1)C)C(=O)C1=CC=CC=C1)C ([5-(4,4-Dimethyl-4,5-dihydro-oxazol-2-yl)-2-(4-methyl-piperazin-1-yl)-pyridin-4-yl]-phenyl-methanone). The yield is 51.1%. RXN SMILES: CC1(C)CCCC(C)(C)N1.C([Li])CCC.CN(C)CCN(C)C.[CH3:24][C:25]1([CH3:43])[CH2:29][O:28][C:27]([C:30]2[CH:31]=[CH:32][C:33]([N:36]3[CH2:41][CH2:40][N:39]([CH3:42])[CH2:38][CH2:37]3)=[N:34][CH:35]=2)=[N:26]1.CON(C)[C:47](=[O:54])[C:48]1[CH:53]=[CH:52][CH:51]=[CH:50][CH:49]=1>CCCCCC>[CH3:24][C:25]1([CH3:43])[CH2:29][O:28][C:27]([C:30]2[C:31]([C:47]([C:48]3[CH:53]=[CH:52][CH:51]=[CH:50][CH:49]=3)=[O:54])=[CH:32][C:33]([N:36]3[CH2:37][CH2:38][N:39]([CH3:42])[CH2:40][CH2:41]3)=[N:34][CH:35]=2)=[N:26]1. Procedure: 2,2,6,6-Tetramethylpiperidine (0.932 g, 6.6 mmol) was placed in a three-necked flask. Under argon 10 ml of hexane were added, the solution was cooled to 0° C. and n-butyl lithium (1.6 M solution in hexane) was added slowly. After stirring the yellow suspension for 10 min at 0° C., N,N,N′,N′-tetramethylethylenediamine (767 mg, 6.6 mmol) was added. This mixture was added dropwise to a suspension of 1.65 g (6 mmol) of 1-[5-(4,4-dimethyl-4,5-dihydro-oxazol-2-yl)-pyridin-2-yl]-4-methyl-piperazine in ... Reactants: CC(OCC1(c2ccc(F)cc2)CCNCC1)c1cc(Br)cc2cn[nH]c12, [BH3-]C#N, CCOCC, CC(=O)O, CC#N, [Na+], O. Product: CC(OCC1(c2ccc(F)cc2)CCN(C)CC1)c1cc(Br)cc2cn[nH]c12. As a reaction SMILES: [Br:1][c:2]1[cH:3][c:4]2[cH:5][n:6][nH:7][c:8]2[c:9]([CH:11]([CH3:12])[O:13][CH2:14][C:15]2([c:21]3[cH:22][cH:23][c:24]([F:27])[cH:25][cH:26]3)[CH2:16][CH2:17][NH:18][CH2:19][CH2:20]2)[cH:10]1.[C:28]([BH3-:29])#[N:30].[CH2:36]([O:37][CH2:38][CH3:39])[CH3:40].[CH3:32][C:33](=[O:34])[OH:35].[CH3:42][C:43]#[N:44].[Na+:31].[OH2:41]>>[Br:1][c:2]1[cH:3][c:4]2[cH:5][n:6][nH:7][c:8]2[c:9]([CH:11]([CH3:12])[O:13][CH2:14][C:15]2([c:21]3[cH:22][cH:23][c:24]([F:27])[cH:25][cH:26]3)[CH2:16][CH2:17][N:18]([CH3:28])[CH2:19][CH2:20]2)[cH:10]1.